Dataset: the Open Reaction Database (ORD), a public repository of structured organic reaction records. Task: describe an organic reaction: reactants, conditions, products, and yield The reactants are resultant precipitate, ClC1=C(C(NC2=CC=CC=C12)=O)C(=O)OCC1=CC=CC=C1 (Benzyl 4-chloro-2-oxo-1,2-dihydroquinoline-3-carboxylate), COC1=CC=C(CN)C=C1 (4-methoxybenzylamine), ice water, ice water. The solvent is C(=O)(C(F)(F)F)O (TFA), CN(C)C=O (DMF). Conditions: temperature 115 celsius, time 15 minute. Yields the product NC1=C(C(NC2=CC=CC=C12)=O)C(=O)OCC1=CC=CC=C1 (benzyl 4-amino-2-oxo-1,2-dihydroquinoline-3-carboxylate). Isolated yield 116.5%. RXN SMILES: Cl[C:2]1[C:11]2[C:6](=[CH:7][CH:8]=[CH:9][CH:10]=2)[NH:5][C:4](=[O:12])[C:3]=1[C:13]([O:15][CH2:16][C:17]1[CH:22]=[CH:21][CH:20]=[CH:19][CH:18]=1)=[O:14].COC1C=CC(C[NH2:30])=CC=1>CN(C=O)C.C(O)(C(F)(F)F)=O>[NH2:30][C:2]1[C:11]2[C:6](=[CH:7][CH:8]=[CH:9][CH:10]=2)[NH:5][C:4](=[O:12])[C:3]=1[C:13]([O:15][CH2:16][C:17]1[CH:22]=[CH:21][CH:20]=[CH:19][CH:18]=1)=[O:14]. Procedure details: Benzyl 4-chloro-2-oxo-1,2-dihydroquinoline-3-carboxylate (Example 66b) (0.55 g, 1.75 mmol) was dissolved in DMF (8 mL) and 4-methoxybenzylamine (0.56 mL, 4.31 mmol) was added. The reaction was heated at 115° C. for 30 minutes, then cooled to room temperature and poured into ice water. The resultant precipitate was dissolved in 10 mL TFA and stirred at room temperature for 15 minutes, then the mixture was poured into ice water. The resultant precipitate was collected, dissolved in dichloromethane... Starting materials: ClC=1C=2N(C3=CC=CC=C3N1)C(=NN2)CC (4-chloro-1-ethyl[1,2,4]triazolo[4,3-a]quinoxaline), C1(CCCC1)N (cyclopentanamine), C1(CC1)N (cyclopropyl amine), ClC=1C=2N(C3=CC=CC=C3N1)C(=NN2)CCC (4-chloro-1-n-propyl[1,2,4]triazolo[4,3-a]quinoxaline). Product: C1(CC1)NC=1C=2N(C3=CC=CC=C3N1)C(=NN2)CC (N-Cyclopropyl-1-ethyl[1,2,4]triazolo[4,3-a]quinoxalin-4-amine). As a reaction SMILES: Cl[C:2]1[C:3]2[N:4]([C:12]([CH2:15][CH3:16])=[N:13][N:14]=2)[C:5]2[C:10]([N:11]=1)=[CH:9][CH:8]=[CH:7][CH:6]=2.[CH:17]1([NH2:20])[CH2:19][CH2:18]1.ClC1C2N(C(CCC)=NN=2)C2C(N=1)=CC=CC=2.C1(N)CCCC1>>[CH:17]1([NH:20][C:2]2[C:3]3[N:4]([C:12]([CH2:15][CH3:16])=[N:13][N:14]=3)[C:5]3[C:10]([N:11]=2)=[CH:9][CH:8]=[CH:7][CH:6]=3)[CH2:19][CH2:18]1. Procedure details: The title compound was prepared essentially as described in Example 4 substituting 4-chloro-1-ethyl[1,2,4]triazolo[4,3-a]quinoxaline and cyclopropyl amine for 4-chloro-1-n-propyl[1,2,4]triazolo[4,3-a]quinoxaline and cyclopentanamine respectively; mp 190°-192° C. The reactants are CCO, N#CC1(c2ccc(CN3CCCC3)cc2)CC1, [Na+], [OH-], O. The product is O=C(O)C1(c2ccc(CN3CCCC3)cc2)CC1. As a reaction SMILES: [CH3:18][CH2:19][OH:20].[N:1]1([CH2:6][c:7]2[cH:8][cH:9][c:10]([C:13]3([C:16]#[N:17])[CH2:14][CH2:15]3)[cH:11][cH:12]2)[CH2:2][CH2:3][CH2:4][CH2:5]1.[Na+:22].[OH-:21].[OH2:23]>>[N:1]1([CH2:6][c:7]2[cH:8][cH:9][c:10]([C:13]3([C:16]([OH:20])=[O:21])[CH2:14][CH2:15]3)[cH:11][cH:12]2)[CH2:2][CH2:3][CH2:4][CH2:5]1. Starting materials: BrC1=CC=C(CBr)C=C1 (p-bromobenzyl bromide), C(CCC)[Li] (n-butyllithium), C(CCC)[Li] (n-butyllithium), C(C)(C)OP(OC(C)C)(=O)C1C=CN(C=C1)C(=O)OCC (diisopropyl-1-ethoxycarbonyl-1,4-dihydropyridine-4-phosphonate), C(=O)=O.CC(=O)C (dry ice acetone), [Cl-].[NH4+] (ammonium chloride). Solvent: O1CCCC1 (tetrahydrofuran), CCCCCC (hexane), O1CCCC1 (tetrahydrofuran). Conditions: time 20 hour. The product is C(C)(C)OP(OC(C)C)(=O)C1(C=CN(C=C1)C(=O)OCC)CC1=CC=C(C=C1)Br (diisopropyl-4-(4-bromobenzyl)-1-ethoxycarbonyl-1,4-dihydropyridine-4-phosphonate). Isolated yield 60.0%. RXN SMILES: [CH:1]([O:4][P:5]([CH:11]1[CH:16]=[CH:15][N:14]([C:17]([O:19][CH2:20][CH3:21])=[O:18])[CH:13]=[CH:12]1)(=[O:10])[O:6][CH:7]([CH3:9])[CH3:8])([CH3:3])[CH3:2].C(=O)=O.CC(C)=O.C([Li])CCC.[Br:34][C:35]1[CH:42]=[CH:41][C:38]([CH2:39]Br)=[CH:37][CH:36]=1.[Cl-].[NH4+]>O1CCCC1.CCCCCC>[CH:7]([O:6][P:5]([C:11]1([CH2:39][C:38]2[CH:41]=[CH:42][C:35]([Br:34])=[CH:36][CH:37]=2)[CH:12]=[CH:13][N:14]([C:17]([O:19][CH2:20][CH3:21])=[O:18])[CH:15]=[CH:16]1)(=[O:10])[O:4][CH:1]([CH3:2])[CH3:3])([CH3:9])[CH3:8] |f:1.2,5.6|. Procedure: 3.0 g of diisopropyl-1-ethoxycarbonyl-1,4-dihydropyridine-4-phosphonate was dissolved in 50 ml of tetrahydrofuran. The solution was cooled to -78° C. with a dry ice-acetone freezing mixture. In a stream of nitrogen, 6.8 ml of a hexane solution of n-butyllithium was slowly added dropwise. A solution of 2.50 g of p-bromobenzyl bromide in 10 ml of tetrahydrofuran was added dropwise. The temperature of the solution was returned to room temperature, and the solution was stirred for 20 hours. The exce... Yields the product C(C1=CC=CC=C1)OC(=O)N1CCC(CC1)C(CC(C(=O)C1=CC=C(C=C1)F)C1=CC=NC=C1)=O (4-(1-benzyloxycarbonylpiperidin-4-yl)-2-(4-pyridyl)-1-(4-fluorophenyl)butane-1,4-dione). Procedure details: To a solution of the product of Step 1 (0.5 g (2.3 mmol)) in 5.0 ml of dry dimethyl sulfoxide was added 2.4 ml (2.4 mmol) of a 1M solution of sodium hexamethyldisilazide in tetrahydrofuran. After 10 minutes, a solution of 0.72 g (2.4 mmol) of the product of 4-(2-iodoacetyl)-1-(benzyloxycarbonyl)piperidine was added in 1 ml dimethyl sulfoxide dropwise. The reaction mixture was stirred for 2 hours, diluted with ethyl acetate (EtOAc, 20 ml) and washed with water (3×10 ml). The combined organic phas... RXN SMILES: [F:1][C:2]1[CH:7]=[CH:6][C:5]([C:8](=[O:16])[CH2:9][C:10]2[CH:15]=[CH:14][N:13]=[CH:12][CH:11]=2)=[CH:4][CH:3]=1.C[Si](C)(C)[N-][Si](C)(C)C.[Na+].I[CH2:28][C:29]([CH:31]1[CH2:36][CH2:35][N:34]([C:37]([O:39][CH2:40][C:41]2[CH:46]=[CH:45][CH:44]=[CH:43][CH:42]=2)=[O:38])[CH2:33][CH2:32]1)=[O:30]>CS(C)=O.O1CCCC1.C(OCC)(=O)C>[CH2:40]([O:39][C:37]([N:34]1[CH2:35][CH2:36][CH:31]([C:29](=[O:30])[CH2:28][CH:9]([C:10]2[CH:15]=[CH:14][N:13]=[CH:12][CH:11]=2)[C:8]([C:5]2[CH:6]=[CH:7][C:2]([F:1])=[CH:3][CH:4]=2)=[O:16])[CH2:32][CH2:33]1)=[O:38])[C:41]1[CH:42]=[CH:43][CH:44]=[CH:45][CH:46]=1 |f:1.2|. The reactants are product, ICC(=O)C1CCN(CC1)C(=O)OCC1=CC=CC=C1 (4-(2-iodoacetyl)-1-(benzyloxycarbonyl)piperidine), FC1=CC=C(C=C1)C(CC1=CC=NC=C1)=O (1-(4-fluorophenyl)-2-(4-pyridinyl)-ethanone), solution, C[Si]([N-][Si](C)(C)C)(C)C.[Na+] (sodium hexamethyldisilazide). Run at time 10 minute. The solvent is C(C)(=O)OCC (ethyl acetate), CS(=O)C (dimethyl sulfoxide), CS(=O)C (dimethyl sulfoxide), O1CCCC1 (tetrahydrofuran). Reactants: FC(OC1=CC=C(C=C1)N1N=C(N=C1)C1=CC=C(N)C=C1)(F)F (4-(1-(4-(trifluoromethoxy)phenyl)-1H-1,2,4-triazol-3-yl)aniline), C(C)(C)C1=C(C=CC=C1)N=C=S (1-isopropyl-2-isothiocyanatobenzene). Solvent: O1CCCC1 (tetrahydrofuran). Yields the product C(C)(C)C1=C(C=CC=C1)NC(=S)NC1=CC=C(C=C1)C1=NN(C=N1)C1=CC=C(C=C1)OC(F)(F)F (1-(2-isopropylphenyl)-3-(4-(1-(4-(trifluoromethoxy)phenyl)-1H-1,2,4-triazol-3-yl)phenyl)thiourea). Isolated yield 45.4%. Reaction SMILES: [F:1][C:2]([F:23])([F:22])[O:3][C:4]1[CH:9]=[CH:8][C:7]([N:10]2[CH:14]=[N:13][C:12]([C:15]3[CH:21]=[CH:20][C:18]([NH2:19])=[CH:17][CH:16]=3)=[N:11]2)=[CH:6][CH:5]=1.[CH:24]([C:27]1[CH:32]=[CH:31][CH:30]=[CH:29][C:28]=1[N:33]=[C:34]=[S:35])([CH3:26])[CH3:25]>O1CCCC1>[CH:24]([C:27]1[CH:32]=[CH:31][CH:30]=[CH:29][C:28]=1[NH:33][C:34]([NH:19][C:18]1[CH:20]=[CH:21][C:15]([C:12]2[N:13]=[CH:14][N:10]([C:7]3[CH:6]=[CH:5][C:4]([O:3][C:2]([F:1])([F:22])[F:23])=[CH:9][CH:8]=3)[N:11]=2)=[CH:16][CH:17]=1)=[S:35])([CH3:26])[CH3:25]. Procedure details: To a stirred solution of 4-(1-(4-(trifluoromethoxy)phenyl)-1H-1,2,4-triazol-3-yl)aniline (0.10 g, 0.31 mmol) in tetrahydrofuran (5 mL) was added 1-isopropyl-2-isothiocyanatobenzene (0.10 g, 0.56 mmol). The solution was heated to reflux for 24 hours The solvent was removed under reduced pressure, then triturated with methanol to generate a white solid which was filtered and air-dried to provide the title compound (0.070 g, 45%). Reactants: C(C)(=O)N=C(OC(C)=O)N1C(SCC1)C1=C(C=CC=C1)OCCN1CCN(CC1)C1=CC=CC=C1 (N,O-diacetyl-2-{2-[2-(4-phenylpiperazin-1-yl)ethyloxy]phenyl}thiazolidine-3-carboximidic acid), C(C)O (ethanol), [OH-].[Na+] (sodium hydroxide), Cl (hydrochloric acid). The solvent is O1CCCC1 (tetrahydrofuran), O (water). Run at time 1.5 hour. The product is C(C)(=O)NC(=O)N1C(SCC1)C1=C(C=CC=C1)OCCN1CCN(CC1)C1=CC=CC=C1 (N-acetyl-2-{2-[2-(4-phenylpiperazin-1-yl)ethyloxy]phenyl}thiazolidine-3-carboxamide). Isolated yield 66.1%. As a reaction SMILES: [C:1]([N:4]=[C:5]([N:10]1[CH2:14][CH2:13][S:12][CH:11]1[C:15]1[CH:20]=[CH:19][CH:18]=[CH:17][C:16]=1[O:21][CH2:22][CH2:23][N:24]1[CH2:29][CH2:28][N:27]([C:30]2[CH:35]=[CH:34][CH:33]=[CH:32][CH:31]=2)[CH2:26][CH2:25]1)[O:6]C(=O)C)(=[O:3])[CH3:2].C(O)C.[OH-].[Na+].Cl>O1CCCC1.O>[C:1]([NH:4][C:5]([N:10]1[CH2:14][CH2:13][S:12][CH:11]1[C:15]1[CH:20]=[CH:19][CH:18]=[CH:17][C:16]=1[O:21][CH2:22][CH2:23][N:24]1[CH2:25][CH2:26][N:27]([C:30]2[CH:35]=[CH:34][CH:33]=[CH:32][CH:31]=2)[CH2:28][CH2:29]1)=[O:6])(=[O:3])[CH3:2] |f:2.3|. Procedure: A mixture of 1.19 g of N,O-diacetyl-2-{2-[2-(4-phenylpiperazin-1-yl)ethyloxy]phenyl}thiazolidine-3-carboximidic acid, 20 ml of ethanol, 0.287 g of sodium hydroxide, 2.7 ml of water and 20 ml of tetrahydrofuran is stirred for 1.5 hours under ice-cooling. The mixture is neutralized with 10% hydrochloric acid, and the mixture is extracted with ethyl acetate. The extract is washed with water, dried and then concentrated under reduced pressure to remove solvent. The residue is purified by silica gel ... The reactants are C(C)(=O)Cl (acetyl chloride), OC=C1C(NC2=CC=C(C=C12)C(=O)C1=CC=C(C=C1)NC(=O)C=1N(N=C(C1)C)CC)=O (2-Ethyl-5-methyl-2H-pyrazole-3-carboxylic acid [4-(3-hydroxymethylene-2-oxo-2,3-dihydro-1H-indole-5-carbonyl)-phenyl]-amide), acid chloride. Run in C1CCOC1 (THF), C1CCOC1 (THF). Product: O=C1NC2=CC=C(C=C2C1)C(=O)C1=CC=C(C=C1)NC(C)=O (N-[4-(2-Oxo-2,3-dihydro-1H-indole-5-carbonyl)-phenyl]-acetamide). Yield: 75.7%. RXN SMILES: C(Cl)(=O)C.OC=[C:7]1[C:15]2[C:10](=[CH:11][CH:12]=[C:13]([C:16]([C:18]3[CH:23]=[CH:22][C:21]([NH:24][C:25]([C:27]4N(CC)N=C(C)C=4)=[O:26])=[CH:20][CH:19]=3)=[O:17])[CH:14]=2)[NH:9][C:8]1=[O:35]>C1COCC1>[O:35]=[C:8]1[CH2:7][C:15]2[C:10](=[CH:11][CH:12]=[C:13]([C:16]([C:18]3[CH:23]=[CH:22][C:21]([NH:24][C:25](=[O:26])[CH3:27])=[CH:20][CH:19]=3)=[O:17])[CH:14]=2)[NH:9]1. Procedure: A dry 25 mL flask was charged with acetyl chloride (0.209 g, 2.67 mmol) and THF (10 mL). 5-(4-Amino-benzoyl)-1,3-dihydro-indol-2-one (as prepared in Example 7, 0.512 g, 2.06 mmol) was added to the THF solution of the acid chloride, and the mixture was allowed to reflux for 3 h. The reaction mixture was then allowed to cool to room temperature. The precipitate that formed was filtered and washed with THF affording N-[4-(2-Oxo-2,3-dihydro-1H-indole-5-carbonyl)-phenyl]-acetamide (0.503 g, 1.56 mmol... Starting materials: CCCN1CCC(c2cccc(C(F)(F)F)c2OC)CC1, CCOC(C)=O, Cl, [Na+], [Na+], O=C([O-])[O-], c1ccncc1. Yields the product CCCN1CCC(c2cccc(C(F)(F)F)c2O)CC1. As a reaction SMILES: [CH3:1][O:2][c:3]1[c:4]([CH:13]2[CH2:14][CH2:15][N:16]([CH2:19][CH2:20][CH3:21])[CH2:17][CH2:18]2)[cH:5][cH:6][cH:7][c:8]1[C:9]([F:10])([F:11])[F:12].[CH3:35][CH2:36][O:37][C:38](=[O:39])[CH3:40].[ClH:22].[Na+:29].[Na+:30].[O-:31][C:32](=[O:33])[O-:34].[n:23]1[cH:24][cH:25][cH:26][cH:27][cH:28]1>>[OH:2][c:3]1[c:4]([CH:13]2[CH2:14][CH2:15][N:16]([CH2:19][CH2:20][CH3:21])[CH2:17][CH2:18]2)[cH:5][cH:6][cH:7][c:8]1[C:9]([F:10])([F:11])[F:12].